This data is from the Open Reaction Database (ORD), a public repository of structured organic reaction records. The task is: describe an organic reaction: reactants, conditions, products, and yield Reactants: CCOC(=O)C=Cc1ccc(C(F)(F)F)cc1, CN=C(NC)N(C)C, CCOCC, Cl, C[N+](=O)[O-]. Product: CCOC(=O)CC(C[N+](=O)[O-])c1ccc(C(F)(F)F)cc1. Reaction SMILES: [CH2:1]([CH3:2])[O:3][C:4]([CH:5]=[CH:6][c:7]1[cH:8][cH:9][c:10]([C:13]([F:14])([F:15])[F:16])[cH:11][cH:12]1)=[O:17].[CH3:22][NH:23][C:24](=[N:25][CH3:26])[N:27]([CH3:28])[CH3:29].[CH3:30][CH2:31][O:32][CH2:33][CH3:34].[ClH:35].[N+:18](=[O:19])([O-:20])[CH3:21]>>[CH2:1]([CH3:2])[O:3][C:4]([CH2:5][CH:6]([c:7]1[cH:8][cH:9][c:10]([C:13]([F:14])([F:15])[F:16])[cH:11][cH:12]1)[CH2:21][N+:18](=[O:19])[O-:20])=[O:17]. Reactants: O[C@H]1C[C@@H]2[C@H](C(N(CCCC\C=C/[C@H]3[C@](NC2=O)(C3)C(=O)OC)C)=O)CC1 ((1aR,3aR,5R,7aR,15aS,Z)-methyl 5-hydroxy-9-methyl-3,8-dioxo-1a,2,3,3a,4,5,6,7,7a,8,9,10,11,12,13,15a-hexadecahydro-1H-benzo[c]cyclopropa[g][1,6]diazacyclotetradecine-1a-carboxylate), TEA, BrC1=CC=C(C=C1)S(=O)(=O)Cl (4-bromobenzenesulfonyl chloride). Reagents/catalysts: CN(C)C=1C=CN=CC1 (DMAP). The solvent is C(Cl)Cl (DCM), C(Cl)Cl (DCM). Run at time 16 hour. Yields the product BrC1=CC=C(C=C1)S(=O)(=O)O[C@H]1C[C@@H]2[C@H](C(N(CCCC\C=C/[C@H]3[C@](NC2=O)(C3)C(=O)OC)C)=O)CC1 ((1aR,3aR,5R,7aR,15aS,Z)-methyl 5-(4-bromophenylsulfonyloxy)-9-methyl-3,8-dioxo-1a,2,3,3a,4,5,6,7,7a,8,9,10,11,12,13,15a-hexadecahydro-1H-benzo[c]cyclopropa[g][1,6]diazacyclotetradecine-1a-carboxylate). RXN SMILES: [OH:1][C@@H:2]1[CH2:27][CH2:26][C@H:5]2[C:6](=[O:25])[N:7]([CH3:24])[CH2:8][CH2:9][CH2:10][CH2:11][CH:12]=[CH:13][C@@H:14]3[CH2:19][C@@:15]3([C:20]([O:22][CH3:23])=[O:21])[NH:16][C:17](=[O:18])[C@@H:4]2[CH2:3]1.[Br:28][C:29]1[CH:34]=[CH:33][C:32]([S:35](Cl)(=[O:37])=[O:36])=[CH:31][CH:30]=1>CN(C1C=CN=CC=1)C.C(Cl)Cl>[Br:28][C:29]1[CH:34]=[CH:33][C:32]([S:35]([O:1][C@@H:2]2[CH2:27][CH2:26][C@H:5]3[C:6](=[O:25])[N:7]([CH3:24])[CH2:8][CH2:9][CH2:10][CH2:11][CH:12]=[CH:13][C@@H:14]4[CH2:19][C@@:15]4([C:20]([O:22][CH3:23])=[O:21])[NH:16][C:17](=[O:18])[C@@H:4]3[CH2:3]2)(=[O:37])=[O:36])=[CH:31][CH:30]=1. Procedure: To a mixture of compound 43 (0.13 mmol), TEA (0.39 mmol), and DMAP (0.009 mmol) in anhydrous DCM (0.3 mL) was added 4-bromobenzenesulfonyl chloride (0.17 mmol) in DCM (0.15 mL) dropwise. The reaction mixture was stirred at room temperature under nitrogen for 16 hrs. The crude material was washed sequentially with 0.5N HCl and 2.5% NaHCO3. The organics were concentrated to yield compound 44 as a yellow oil in a quantitative yield. MS (ESI, EI+): m/z=598 (MH+).